Task: describe an organic reaction: reactants, conditions, products, and yield. Dataset: the Open Reaction Database (ORD), a public repository of structured organic reaction records The reactants are ClC1=CC=C(C=C1)C1=NC=2N(C(=C1)C1CC1)N=CC2I (5-(4-chloro-phenyl)-7-cyclopropyl-3-iodo-pyrazolo[1,5-a]pyrimidine), C(#C)C=1C=NC(=NC1)N (5-Ethynyl-pyrimidin-2-ylamine). Yields the product ClC1=CC=C(C=C1)C1=NC=2N(C(=C1)C1CC1)N=CC2C#CC=2C=NC(=NC2)N (5-[5-(4-Chloro-phenyl)-7-cyclopropyl-pyrazolo[1,5-a]pyrimidin-3-ylethynyl]-pyrimidin-2-ylamine), solid. Isolated yield 46.0%. As a reaction SMILES: [Cl:1][C:2]1[CH:7]=[CH:6][C:5]([C:8]2[CH:13]=[C:12]([CH:14]3[CH2:16][CH2:15]3)[N:11]3[N:17]=[CH:18][C:19](I)=[C:10]3[N:9]=2)=[CH:4][CH:3]=1.[C:21]([C:23]1[CH:24]=[N:25][C:26]([NH2:29])=[N:27][CH:28]=1)#[CH:22]>>[Cl:1][C:2]1[CH:7]=[CH:6][C:5]([C:8]2[CH:13]=[C:12]([CH:14]3[CH2:16][CH2:15]3)[N:11]3[N:17]=[CH:18][C:19]([C:22]#[C:21][C:23]4[CH:24]=[N:25][C:26]([NH2:29])=[N:27][CH:28]=4)=[C:10]3[N:9]=2)=[CH:4][CH:3]=1. Reported procedure: The title compound was prepared from 5-(4-chloro-phenyl)-7-cyclopropyl-3-iodo-pyrazolo[1,5-a]pyrimidine (example C.5 step 4) (198 mg, 0.5 mmol) and 5-ethynyl-pyrimidin-2-ylamine (example D.2 step 2) (60 mg, 0.5 mmol) according to general procedure II. Obtained as a yellow solid (88 mg, 46%). MS (ISP) 387.1 [(M+H)+]; mp 243-246° C. Starting materials: FC=1C=C(C=CC1)C1CCC2=C1NC(=C2)C(=O)OC (methyl 6-(3-fluorophenyl)-1,4,5,6-tetrahydrocyclopenta[b]pyrrole-2-carboxylate), [OH-].[Li+] (lithium hydroxide), CO (methanol). Run in C1CCOC1 (THF). Product: FC=1C=C(C=CC1)C1CCC2=C1NC(=C2)C(=O)O (6-(3-fluorophenyl)-1,4,5,6-tetrahydrocyclopenta[b]pyrrole-2-carboxylic acid). RXN SMILES: [F:1][C:2]1[CH:3]=[C:4]([CH:8]2[C:12]3[NH:13][C:14]([C:16]([O:18]C)=[O:17])=[CH:15][C:11]=3[CH2:10][CH2:9]2)[CH:5]=[CH:6][CH:7]=1.[OH-].[Li+].CO>C1COCC1>[F:1][C:2]1[CH:3]=[C:4]([CH:8]2[C:12]3[NH:13][C:14]([C:16]([OH:18])=[O:17])=[CH:15][C:11]=3[CH2:10][CH2:9]2)[CH:5]=[CH:6][CH:7]=1 |f:1.2|. Procedure details: The title compound was synthesized from methyl 6-(3-fluorophenyl)-1,4,5,6-tetrahydrocyclopenta[b]pyrrole-2-carboxylate (116 mg, 0.45 mmol) and lithium hydroxide (188 mg, 4.50 mmol in 1 mL water), according to General Procedure 7. A 1:1 mixture of methanol (MeOH) and THF (2 mL) was used. The resulting product was purified by chromatography. eluting with heptane-EtOAc, gradient 0 to 50% EtOAc. 1H NMR (400 MHz, CHLOROFORM-d) δ ppm 2.28-2.39 (m, J=12.87, 8.60, 6.35, 6.35 Hz, 1H), 2.64-2.74 (m, 1H), ...